Dataset: the Open Reaction Database (ORD), a public repository of structured organic reaction records. Task: describe an organic reaction: reactants, conditions, products, and yield Starting materials: C(C)(C)(C)NS(=O)(=O)C1=CC(=CC=C1)C1=NC=CC(=C1)C1=NC(=CC(=N1)C(F)(F)F)C1=C(C=C(C=C1)C(F)(F)F)F (N-tert-butyl-3-{4-[6-(2-fluoro-4-trifluoromethylphenyl)-4-trifluoromethyl-pyrimidin-2-yl]-pyridin-2-yl}-benzenesulfonamide), C(=O)(C(F)(F)F)O (TFA). Solvent: ClCCl (dichloromethane). Run at time 15 hour. Yields the product FC1=C(C=CC(=C1)C(F)(F)F)C1=NC(=NC(=C1)C(F)(F)F)C1=CC(=NC=C1)C=1C=C(C=CC1)S(=O)(=O)N (3-{4-[4-(2-Fluoro-4-trifluoromethyl-phenyl)-6-trifluoromethyl-pyrimidin-2-yl]-pyridin-2-yl}-benzenesulfonamide). Yield: 92.0%. As a reaction SMILES: C([NH:5][S:6]([C:9]1[CH:14]=[CH:13][CH:12]=[C:11]([C:15]2[CH:20]=[C:19]([C:21]3[N:26]=[C:25]([C:27]([F:30])([F:29])[F:28])[CH:24]=[C:23]([C:31]4[CH:36]=[CH:35][C:34]([C:37]([F:40])([F:39])[F:38])=[CH:33][C:32]=4[F:41])[N:22]=3)[CH:18]=[CH:17][N:16]=2)[CH:10]=1)(=[O:8])=[O:7])(C)(C)C.C(O)(C(F)(F)F)=O>ClCCl>[F:41][C:32]1[CH:33]=[C:34]([C:37]([F:40])([F:39])[F:38])[CH:35]=[CH:36][C:31]=1[C:23]1[CH:24]=[C:25]([C:27]([F:30])([F:28])[F:29])[N:26]=[C:21]([C:19]2[CH:18]=[CH:17][N:16]=[C:15]([C:11]3[CH:10]=[C:9]([S:6]([NH2:5])(=[O:7])=[O:8])[CH:14]=[CH:13][CH:12]=3)[CH:20]=2)[N:22]=1. Procedure: To a cooled and stirred solution of N-tert-butyl-3-{4-[6-(2-fluoro-4-trifluoromethylphenyl)-4-trifluoromethyl-pyrimidin-2-yl]-pyridin-2-yl}-benzenesulfonamide (0.24 g) in dichloromethane (6 ml) was added TFA (6 ml) and the reaction mixture was allowed to stir at room temperature for 15 h. The mixture was evaporated, poured into 2N Na2CO3 solution (20 ml) and extracted with ethyl acetate (3×50 ml). The combined organic layers were washed with brine (20 ml), dried (MgSO4) and evaporated. Further p... The reactants are [Al+3], CO, [H-], [H-], [H-], [H-], [H-], [Li+], [Na+], COC(=O)c1cnc2c(c1)NC(=O)C1CCN21, C1CCOC1, O. Yields the product O=C1Nc2cc(CO)cnc2N2CCC12. RXN SMILES: [Al+3:21].[CH3:26][OH:27].[H-:19].[H-:20].[H-:23].[H-:24].[H-:25].[Li+:22].[Na+:18].[O:1]=[C:2]1[CH:3]2[N:4]([c:5]3[c:6]([cH:8][c:9]([C:12](=[O:13])[O:14][CH3:15])[cH:10][n:11]3)[NH:7]1)[CH2:16][CH2:17]2.[O:28]1[CH2:29][CH2:30][CH2:31][CH2:32]1.[OH2:33]>>[O:1]=[C:2]1[CH:3]2[N:4]([c:5]3[c:6]([cH:8][c:9]([CH2:12][OH:13])[cH:10][n:11]3)[NH:7]1)[CH2:16][CH2:17]2. The reactants are C(OC(Cl)(Cl)Cl)(OC(Cl)(Cl)Cl)=O (bis(trichloromethyl) carbonate), C1(CC1)CN (Cyclopropylmethylamine), NC1=C(C=C(C(=O)N2CCN(CC2)CC=2C=C(C(=O)NC3CC(C3)(F)F)C=CC2)C=C1)F (3-((4-(4-amino-3-fluorobenzoyl)piperazin-1-yl)methyl)-N-(3,3-difluorocyclobutyl)benzamide), C(C)N(C(C)C)C(C)C (N-ethyl-N-isopropylpropan-2-amine). Solvent: ClCCl (dichloromethane), ClCCl (dichloromethane). Run at time 30 minute. The product is C1(CC1)CNC(NC1=C(C=C(C(=O)N2CCN(CC2)CC=2C=C(C(=O)NC3CC(C3)(F)F)C=CC2)C=C1)F)=O (3-((4-(4-(3-(Cyclopropylmethyl)ureido)-3-fluorobenzoyl)piperazin-1-yl)methyl)-N-(3,3-difluorocyclobutyl)benzamide). The yield is 62.1%. Reaction SMILES: [NH2:1][C:2]1[CH:31]=[CH:30][C:5]([C:6]([N:8]2[CH2:13][CH2:12][N:11]([CH2:14][C:15]3[CH:16]=[C:17]([CH:27]=[CH:28][CH:29]=3)[C:18]([NH:20][CH:21]3[CH2:24][C:23]([F:26])([F:25])[CH2:22]3)=[O:19])[CH2:10][CH2:9]2)=[O:7])=[CH:4][C:3]=1[F:32].C(N(C(C)C)C(C)C)C.[C:42](=[O:53])(OC(Cl)(Cl)Cl)OC(Cl)(Cl)Cl.[CH:54]1([CH2:57][NH2:58])[CH2:56][CH2:55]1>ClCCl>[CH:54]1([CH2:57][NH:58][C:42](=[O:53])[NH:1][C:2]2[CH:31]=[CH:30][C:5]([C:6]([N:8]3[CH2:13][CH2:12][N:11]([CH2:14][C:15]4[CH:16]=[C:17]([CH:27]=[CH:28][CH:29]=4)[C:18]([NH:20][CH:21]4[CH2:22][C:23]([F:26])([F:25])[CH2:24]4)=[O:19])[CH2:10][CH2:9]3)=[O:7])=[CH:4][C:3]=2[F:32])[CH2:56][CH2:55]1. Procedure: A mixture of 3-((4-(4-amino-3-fluorobenzoyl)piperazin-1-yl)methyl)-N-(3,3-difluorocyclobutyl)benzamide (0.224 mmol, 0.1 g) and N-ethyl-N-isopropylpropan-2-amine (0.672 mmol, 0.111 mL, 0.087 g) in dichloromethane were added dropwise to a stirred solution of bis(trichloromethyl) carbonate (0.083 mmol, 0.025 g) in dichloromethane (10 mL). The reaction mixture was allowed to stir for 30 minutes at room temperature. Cyclopropylmethylamine (0.448 mmol, 0.039 mL, 0.032 g) was added and the reaction mix...